Dataset: the Open Reaction Database (ORD), a public repository of structured organic reaction records. Task: describe an organic reaction: reactants, conditions, products, and yield Starting materials: CC(C)(C)OC(=O)CCBr, Cc1ccccc1, Nc1ccc(Cl)c(Cl)c1, Cc1cccc(C)n1. Product: CC(C)(C)OC(=O)CCNc1ccc(Cl)c(Cl)c1. RXN SMILES: [Br:18][CH2:19][CH2:20][C:21](=[O:22])[O:23][C:24]([CH3:25])([CH3:26])[CH3:27].[CH3:28][c:29]1[cH:30][cH:31][cH:32][cH:33][cH:34]1.[Cl:1][c:2]1[cH:3][c:4]([NH2:9])[cH:5][cH:6][c:7]1[Cl:8].[n:10]1[c:11]([CH3:12])[cH:13][cH:14][cH:15][c:16]1[CH3:17]>>[Cl:1][c:2]1[cH:3][c:4]([NH:9][CH2:19][CH2:20][C:21](=[O:22])[O:23][C:24]([CH3:25])([CH3:26])[CH3:27])[cH:5][cH:6][c:7]1[Cl:8]. The yield is 100.3%. Reaction conditions: time 3 hour. Reported procedure: A suspension of D1 (14.0 g, 45 mmol) and 5% Pd/C (3.0 g) in methanol (500 mL) in an autoclave (1000 mL) was put under an atmosphere of hydrogen (˜20 atm). The mixture was stirred at room temperature for 3 hours and then filtered through a pad of celite. The filtrate was concentrated under reduced pressure to give the title compound (12.7 g, 100% yield) as a black solid that was used without further purification. (Rf: 0.3 (ethyl acetate/hexane 7:8)) Product: NC1=C(C=C(C=C1)F)NC1CCN(CC1)C(=O)OCC (Ethyl 4-[(2-amino-5-fluorophenyl)amino]-1-piperidinecarboxylate). RXN SMILES: [F:1][C:2]1[CH:3]=[CH:4][C:5]([N+:20]([O-])=O)=[C:6]([NH:8][CH:9]2[CH2:14][CH2:13][N:12]([C:15]([O:17][CH2:18][CH3:19])=[O:16])[CH2:11][CH2:10]2)[CH:7]=1>CO.[Pd]>[NH2:20][C:5]1[CH:4]=[CH:3][C:2]([F:1])=[CH:7][C:6]=1[NH:8][CH:9]1[CH2:10][CH2:11][N:12]([C:15]([O:17][CH2:18][CH3:19])=[O:16])[CH2:13][CH2:14]1. The solvent is CO (methanol). The reagents and catalysts are [Pd] (Pd/C). The reactants are FC=1C=CC(=C(C1)NC1CCN(CC1)C(=O)OCC)[N+](=O)[O-] (Ethyl 4-[(5-fluoro-2-nitrophenyl)amino]-1-piperidinecarboxylate). The reactants are CCCCCCC (n-heptane), S(=O)([O-])S(=O)[O-].[Na+].[Na+] (sodium hydrosulfite), COC(CC1=CC(=C(C(=C1)Br)OC1=CC(=C(C(=C1)C(C)C)OC)[N+](=O)[O-])Br)=O (Methyl[3,5-dibromo-4-(5-isopropyl-4-methoxy-3-nitrophenoxy)phenyl]acetate). Run in C(C)(=O)OCC (ethyl acetate), C(C)O (ethanol), CCOC(=O)C (EtOAc). The product is COC(CC1=CC(=C(C(=C1)Br)OC1=CC(=C(C(=C1)C(C)C)OC)N)Br)=O (methyl[3,5-dibromo-4-(3-amino-5-isopropyl-4-methoxyphenoxy)phenyl]acetate). Yield: 44.2%. As a reaction SMILES: [CH3:1][O:2][C:3](=[O:28])[CH2:4][C:5]1[CH:10]=[C:9]([Br:11])[C:8]([O:12][C:13]2[CH:18]=[C:17]([CH:19]([CH3:21])[CH3:20])[C:16]([O:22][CH3:23])=[C:15]([N+:24]([O-])=O)[CH:14]=2)=[C:7]([Br:27])[CH:6]=1.S(S([O-])=O)([O-])=O.[Na+].[Na+].CCCCCCC>C(O)C.C(OCC)(=O)C>[CH3:1][O:2][C:3](=[O:28])[CH2:4][C:5]1[CH:10]=[C:9]([Br:11])[C:8]([O:12][C:13]2[CH:18]=[C:17]([CH:19]([CH3:21])[CH3:20])[C:16]([O:22][CH3:23])=[C:15]([NH2:24])[CH:14]=2)=[C:7]([Br:27])[CH:6]=1 |f:1.2.3|. Procedure: Methyl[3,5-dibromo-4-(5-isopropyl-4-methoxy-3-nitrophenoxy)phenyl]acetate (1.1 g, 2.12 mmol) was dissolved in ethanol (50 mL) and sodium hydrosulfite (1.85 g, 10.6 mmol) was added. The reaction mixture was heated at reflux for 48 hours. The reaction monitored by TLC (65:35 n-heptane: EtOAc) and when complete, diluted with ethyl acetate and washed with water and brine. The organic layer was dried over MgSO4 and concentrated. The residue was purified on column (silica gel, n-heptane/EtOAc 1:1) to ... Starting materials: CC1(C=2C=CC(=CC2C(=CC1)C1=CC=C(C=C1)O[Si](C)(C)CC(C)C)C#CC1=CC=C(C(=O)OCC)C=C1)C (ethyl 4-[(5,6-dihydro-5,5-dimethyl-8-(4-((2,2-dimethylethyl)-dimethylsiloxy)phenyl)-2-naphthalenyl)ethynyl]benzoate), CC1(C=2C=CC(=CC2C(=CC1)C1=CC=C(C=C1)O[Si](C)(C)CC(C)C)C#CC1=CC=C(C(=O)OCC)C=C1)C (ethyl 4-[(5,6-dihydro-5,5-dimethyl-8-(4-((2,2-dimethylethyl)-dimethylsiloxy)phenyl)-2-naphthalenyl)ethynyl]benzoate), LiOH-, C1CCOC1.O (THF water). Yields the product CC1(C=2C=CC(=CC2C(=CC1)C1=CC=C(C=C1)C)C#CC1=CC=C(C(=O)O)C=C1)C (4-[(5,6-dihydro-5,5-dimethyl-8-(4-methylphenyl)-2-naphthalenyl)ethynyl]benzoic acid). Reaction SMILES: [CH3:1][C:2]1([CH3:39])[CH2:11][CH:10]=[C:9]([C:12]2[CH:17]=[CH:16][C:15](O[Si](CC(C)C)(C)C)=[CH:14][CH:13]=2)[C:8]2[CH:7]=[C:6]([C:26]#[C:27][C:28]3[CH:38]=[CH:37][C:31]([C:32]([O:34]CC)=[O:33])=[CH:30][CH:29]=3)[CH:5]=[CH:4][C:3]1=2.[CH2:40]1COCC1.O>>[CH3:39][C:2]1([CH3:1])[CH2:11][CH:10]=[C:9]([C:12]2[CH:17]=[CH:16][C:15]([CH3:40])=[CH:14][CH:13]=2)[C:8]2[CH:7]=[C:6]([C:26]#[C:27][C:28]3[CH:29]=[CH:30][C:31]([C:32]([OH:34])=[O:33])=[CH:37][CH:38]=3)[CH:5]=[CH:4][C:3]1=2 |f:1.2|. Procedure details: A solution of 142.6 mg (0.339 mmol) of ethyl 4- [(5,6-dihydro-5,5-dimethyl-8-(4-methylphenyl)-2- naphthalenyl)ethynyl]benzoate (Compound 1) and 35.6 mg (0.848 mmol) of LiOH--H2O in 12 ml of THF/water (4:1, v/v), was stirred overnight at room temperature. The reaction mixture was extracted with hexanes, and the hexane fraction extracted with 5% aqueous NaOH. The aqueous layers were combined and acidified with 1M HCl, and then extracted with EtOAc and Et2O. The combined organic layers were dried o... The reactants are [BH3-]C#N, CC(=O)[O-], Cc1ccc(CN2CCC(=O)CC2)cc1, CO, [NH4+], [Na+]. The product is Cc1ccc(CN2CCC(N)CC2)cc1. As a reaction SMILES: [C:21](#[N:22])[BH3-:23].[CH3:17][C:18](=[O:19])[O-:20].[CH3:1][c:2]1[cH:3][cH:4][c:5]([CH2:6][N:7]2[CH2:8][CH2:9][C:10](=[O:13])[CH2:11][CH2:12]2)[cH:14][cH:15]1.[CH3:25][OH:26].[NH4+:16].[Na+:24]>>[CH3:1][c:2]1[cH:3][cH:4][c:5]([CH2:6][N:7]2[CH2:8][CH2:9][CH:10]([NH2:22])[CH2:11][CH2:12]2)[cH:14][cH:15]1.